This data is from the Open Reaction Database (ORD), a public repository of structured organic reaction records. The task is: describe an organic reaction: reactants, conditions, products, and yield Reactants: CC1(CNCC2=CC=C(C=C12)OC)C (4,4-dimethyl-6-methoxy-1,2,3,4-tetrahydroisoquinoline), Br (hydrobromic acid). The product is CC1(CNCC2=CC=C(C=C12)O)C (4,4-Dimethyl-6-hydroxy-1,2,3,4-tetrahydroisoquinoline), hydrobromide salt. Isolated yield 53.0%. As a reaction SMILES: [CH3:1][C:2]1([CH3:14])[C:11]2[C:6](=[CH:7][CH:8]=[C:9]([O:12]C)[CH:10]=2)[CH2:5][NH:4][CH2:3]1.Br>>[CH3:1][C:2]1([CH3:14])[C:11]2[C:6](=[CH:7][CH:8]=[C:9]([OH:12])[CH:10]=2)[CH2:5][NH:4][CH2:3]1. Procedure: A mixture of 4,4-dimethyl-6-methoxy-1,2,3,4-tetrahydroisoquinoline (23.9 g, 0.125 mol) and 48% aqueous hydrobromic acid (158 ml) were heated at vigorous reflux for 4 hours. The reaction mixture was cooled and evaporated in vacuo. The residue was triturated with diethyl ether (20 ml), 1:1 diethyl ether:thf (20 ml) and diethyl ether (3×20 ml) and dried in vacuo to afford the title compound as the hydrobromide salt (17.5 g, 53%). The reactants are CCOC(=O)N1CCC(=O)CC1, CCOCC, CCOC(=O)C=[N+]=[N-]. Product: CCOC(=O)C1CCN(C(=O)OCC)CCC1=O. RXN SMILES: [CH2:1]([CH3:2])[O:3][C:4](=[O:5])[N:6]1[CH2:7][CH2:8][C:9](=[O:12])[CH2:10][CH2:11]1.[CH3:21][CH2:22][O:23][CH2:24][CH3:25].[N+:13](=[N-:14])=[CH:15][C:16](=[O:17])[O:18][CH2:19][CH3:20]>>[CH2:1]([CH3:2])[O:3][C:4](=[O:5])[N:6]1[CH2:7][CH2:8][C:9](=[O:12])[CH:15]([C:16](=[O:17])[O:18][CH2:19][CH3:20])[CH2:10][CH2:11]1.